From a dataset of the Open Reaction Database (ORD), a public repository of structured organic reaction records. describe an organic reaction: reactants, conditions, products, and yield Reaction SMILES: FC(F)(F)C(O)=O.[N+:8]([C:11]1[CH:12]=[C:13]([CH:17]([NH:22][C:23](=[O:40])[CH2:24][NH:25][C:26](=[O:39])[CH2:27][CH2:28][CH2:29][CH2:30][NH:31][C:32]2[CH:37]=[C:36]([CH3:38])[CH:35]=[CH:34][N:33]=2)[CH2:18][C:19]([OH:21])=[O:20])[CH:14]=[CH:15][CH:16]=1)([O-:10])=[O:9].[CH3:41][S:42]([OH:45])(=[O:44])=[O:43]>O>[CH3:41][S:42]([OH:45])(=[O:44])=[O:43].[N+:8]([C:11]1[CH:12]=[C:13]([CH:17]([NH:22][C:23](=[O:40])[CH2:24][NH:25][C:26](=[O:39])[CH2:27][CH2:28][CH2:29][CH2:30][NH:31][C:32]2[CH:37]=[C:36]([CH3:38])[CH:35]=[CH:34][N:33]=2)[CH2:18][C:19]([OH:21])=[O:20])[CH:14]=[CH:15][CH:16]=1)([O-:10])=[O:9] |f:0.1,4.5|. The product is CS(=O)(=O)O.[N+](=O)([O-])C=1C=C(C=CC1)C(CC(=O)O)NC(CNC(CCCCNC1=NC=CC(=C1)C)=O)=O (3-(3-nitrophenyl)-3-{2-[5-(4-methylpyridin-2-ylamino)pentanoylamino]acetylamino}propionic acid methanesulfonate). The reactants are FC(C(=O)O)(F)F.[N+](=O)([O-])C=1C=C(C=CC1)C(CC(=O)O)NC(CNC(CCCCNC1=NC=CC(=C1)C)=O)=O (3-(3-nitrophenyl)-3-{2-[5-(4-methylpyridin-2-ylamino)pentanoylamino]acetylamino}propionic acid trifluoroacetate), CS(=O)(=O)O (methanesulfonic acid). Run in O (water). Reported procedure: 1 mmol of 3-(3-nitrophenyl)-3-{2-[5-(4-methylpyridin-2-ylamino)pentanoylamino]acetylamino}propionic acid trifluoroacetate from Example 6 is dissolved in 10 ml of water, and methanesulfonic acid is added dropwise. The solution is freeze dried. 3-(3-nitrophenyl)-3-{2-[5-(4-methylpyridin-2-ylamino)pentanoylamino]acetylamino}propionic acid methanesulfonate is obtained. Starting materials: CCO, ClCCl, O=Cc1cccc(Cl)c1, Cl, NO, [Na+], [OH-], O. The product is ON=Cc1cccc(Cl)c1. As a reaction SMILES: [CH3:16][CH2:17][OH:18].[Cl:19][CH2:20][Cl:21].[Cl:4][c:5]1[cH:6][c:7]([CH:8]=[O:9])[cH:10][cH:11][cH:12]1.[ClH:1].[NH2:2][OH:3].[Na+:14].[OH-:13].[OH2:15]>>[N:2]([OH:3])=[CH:8][c:7]1[cH:6][c:5]([Cl:4])[cH:12][cH:11][cH:10]1. Reactants: CC(C)(C)OC(=O)NN, C1CCCCC1, CCCCCCC(C)=O. Product: CCCCCCC(C)=NNC(=O)OC(C)(C)C. RXN SMILES: [C:10]([NH:11][NH2:12])(=[O:13])[O:14][C:15]([CH3:16])([CH3:17])[CH3:18].[CH2:19]1[CH2:20][CH2:21][CH2:22][CH2:23][CH2:24]1.[CH3:1][C:2]([CH2:3][CH2:4][CH2:5][CH2:6][CH2:7][CH3:8])=[O:9]>>[CH3:1][C:2]([CH2:3][CH2:4][CH2:5][CH2:6][CH2:7][CH3:8])=[N:12][NH:11][C:10](=[O:13])[O:14][C:15]([CH3:16])([CH3:17])[CH3:18]. Starting materials: CCOC(=O)C1CNCC1C(=O)Nc1ccc(-n2ccccc2=O)cc1F, CS(=O)(=O)Cl, CC#N, CCN(C(C)C)C(C)C, Cl. Product: CCOC(=O)C1CN(S(C)(=O)=O)CC1C(=O)Nc1ccc(-n2ccccc2=O)cc1F. Reaction SMILES: [CH2:2]([CH3:3])[O:4][C:5](=[O:6])[CH:7]1[CH2:8][NH:9][CH2:10][CH:11]1[C:12]([NH:13][c:14]1[c:15]([F:27])[cH:16][c:17](-[n:20]2[c:21](=[O:26])[cH:22][cH:23][cH:24][cH:25]2)[cH:18][cH:19]1)=[O:28].[CH3:38][S:39](=[O:40])(=[O:41])[Cl:42].[CH3:43][C:44]#[N:45].[CH:29]([N:30]([CH2:31][CH3:32])[CH:33]([CH3:34])[CH3:35])([CH3:36])[CH3:37].[ClH:1]>>[CH2:2]([CH3:3])[O:4][C:5](=[O:6])[CH:7]1[CH2:8][N:9]([S:39]([CH3:38])(=[O:40])=[O:41])[CH2:10][CH:11]1[C:12]([NH:13][c:14]1[c:15]([F:27])[cH:16][c:17](-[n:20]2[c:21](=[O:26])[cH:22][cH:23][cH:24][cH:25]2)[cH:18][cH:19]1)=[O:28]. Reaction SMILES: [Br:1][c:2]1[cH:3][c:4]([F:18])[cH:5][c:6]2[c:7]3[c:8]([nH:9][c:10]12)[CH:11]1[CH2:12][CH2:13][N:14]([CH2:15]3)[CH2:16][CH2:17]1.[C:19](#[CH:20])[c:21]1[cH:22][cH:23][c:24]([CH3:27])[n:25][cH:26]1>>[c:2]1([C:20]#[C:19][c:21]2[cH:22][cH:23][c:24]([CH3:27])[n:25][cH:26]2)[cH:3][c:4]([F:18])[cH:5][c:6]2[c:7]3[c:8]([nH:9][c:10]12)[CH:11]1[CH2:12][CH2:13][N:14]([CH2:15]3)[CH2:16][CH2:17]1. Yields the product Cc1ccc(C#Cc2cc(F)cc3c4c([nH]c23)C2CCN(CC2)C4)cn1. The reactants are Fc1cc(Br)c2[nH]c3c(c2c1)CN1CCC3CC1, C#Cc1ccc(C)nc1. Starting materials: CS(=O)(=O)O (methanesulfonic acid), OC=1C=C(C=CC1)C=1OC2=C(C1C)C=CC=C2 (2-(3-hydroxyphenyl)-3-methylbenzofuran), C1C(O1)CO (Glycidol), C[O-].[Na+] (sodium methoxide). Solvent: CO (methanol). Reaction conditions: temperature 200 celsius. The product is OC(COC=1C=C(C=CC1)C=1OC2=C(C1C)C=CC=C2)CO (2-[3-(2,3-dihydroxypropoxy)phenyl]-3-methylbenzofuran). Reaction SMILES: [OH:1][C:2]1[CH:3]=[C:4]([C:8]2[O:9][C:10]3[CH:17]=[CH:16][CH:15]=[CH:14][C:11]=3[C:12]=2[CH3:13])[CH:5]=[CH:6][CH:7]=1.C[O-].[Na+].[CH2:21]1[O:23][CH:22]1[CH2:24][OH:25].CS(O)(=O)=O>CO>[OH:23][CH:22]([CH2:24][OH:25])[CH2:21][O:1][C:2]1[CH:3]=[C:4]([C:8]2[O:9][C:10]3[CH:17]=[CH:16][CH:15]=[CH:14][C:11]=3[C:12]=2[CH3:13])[CH:5]=[CH:6][CH:7]=1 |f:1.2|. Reported procedure: The ester which results from the condensation of 2'-hydroxyacetophenone and m-anisic acid is converted to 2-(3-methoxyphenyl)-3-methylbenzofuran by reductive cyclization in dioxane with a titanium tetrachloride/zinc metal catalyst according to the method of Banerji and Nayak, J. Chem. Soc., Chem. Comm., (1990), 150. The 2-(3-methoxyphenyl)-3-methylbenzofuran (47.6 gm, 0.198 mol) is treated with several volumes of pyridine hydrochloride at 200° C. for about 6 hours to cleave the methyl ether moie... The reactants are O=[N+]([O-])c1cc(Cl)cc(Br)c1Cl, [Fe]. Product: Nc1cc(Cl)cc(Br)c1Cl. RXN SMILES: [Br:1][c:2]1[c:3]([Cl:12])[c:4]([N+:9]([O-:10])=[O:11])[cH:5][c:6]([Cl:8])[cH:7]1.[Fe:13]>>[Br:1][c:2]1[c:3]([Cl:12])[c:4]([NH2:9])[cH:5][c:6]([Cl:8])[cH:7]1. The reactants are FC1=C(C=CC=C1)C1=NC=CC=C1 (2-(2-Fluorophenyl)pyridine), B(OC)(OC)OC (trimethyl borate). Yields the product FC1=C(C=CC=C1C1=NC=CC=C1)B(O)O (2-fluoro-3-(pyridin-2-yl)benzeneboronic acid). RXN SMILES: [F:1][C:2]1[CH:7]=[CH:6][CH:5]=[CH:4][C:3]=1[C:8]1[CH:13]=[CH:12][CH:11]=[CH:10][N:9]=1.[B:14](OC)([O:17]C)[O:15]C>>[F:1][C:2]1[C:3]([C:8]2[CH:13]=[CH:12][CH:11]=[CH:10][N:9]=2)=[CH:4][CH:5]=[CH:6][C:7]=1[B:14]([OH:17])[OH:15]. Reported procedure: 2-(2-Fluorophenyl)pyridine was lithiated and reacted with trimethyl borate as described in Example 31 to give 2-fluoro-3-(pyridin-2-yl)benzeneboronic acid as a white solid: m/z (ES+) 218 (M++H).